Dataset: the Open Reaction Database (ORD), a public repository of structured organic reaction records. Task: describe an organic reaction: reactants, conditions, products, and yield The reactants are CC(C)C(=O)Nc1cccc(C2CCN(CCC(N)c3ccccc3)CC2)c1, CCCc1nn(-c2ccccc2)cc1C(=O)Cl. Yields the product CCCc1nn(-c2ccccc2)cc1C(=O)NC(CCN1CCC(c2cccc(NC(=O)C(C)C)c2)CC1)c1ccccc1. Reaction SMILES: [NH2:1][CH:2]([CH2:3][CH2:4][N:5]1[CH2:6][CH2:7][CH:8]([c:11]2[cH:12][c:13]([NH:17][C:18]([CH:19]([CH3:20])[CH3:21])=[O:22])[cH:14][cH:15][cH:16]2)[CH2:9][CH2:10]1)[c:23]1[cH:24][cH:25][cH:26][cH:27][cH:28]1.[c:29]1(-[n:35]2[n:36][c:37]([CH2:43][CH2:44][CH3:45])[c:38]([C:40](=[O:41])[Cl:42])[cH:39]2)[cH:30][cH:31][cH:32][cH:33][cH:34]1>>[NH:1]([CH:2]([CH2:3][CH2:4][N:5]1[CH2:6][CH2:7][CH:8]([c:11]2[cH:12][c:13]([NH:17][C:18]([CH:19]([CH3:20])[CH3:21])=[O:22])[cH:14][cH:15][cH:16]2)[CH2:9][CH2:10]1)[c:23]1[cH:24][cH:25][cH:26][cH:27][cH:28]1)[C:40]([c:38]1[c:37]([CH2:43][CH2:44][CH3:45])[n:36][n:35](-[c:29]2[cH:30][cH:31][cH:32][cH:33][cH:34]2)[cH:39]1)=[O:41]. Reactants: CC(C)([O-])C.[K+] (potassium tert-butoxide), [Br-].CP(C1=CC=CC=C1)(C1=CC=CC=C1)C1=CC=CC=C1 (methyltriphenylphosphine bromide), O=C1CN(C1)C(=O)OC(C)(C)C (1,1-dimethylethyl 3-oxoazetidine-1-carboxylate). Run in C(C)OCC (diethyl ether). Reaction conditions: time 1 hour. Product: C=C1CN(C1)C(=O)OC(C)(C)C (1,1-dimethylethyl 3-methylideneazetidine-1-carboxylate). Isolated yield 100.0%. As a reaction SMILES: [CH3:1]C(C)([O-])C.[K+].[Br-].CP(C1C=CC=CC=1)(C1C=CC=CC=1)C1C=CC=CC=1.O=[C:29]1[CH2:32][N:31]([C:33]([O:35][C:36]([CH3:39])([CH3:38])[CH3:37])=[O:34])[CH2:30]1>C(OCC)C>[CH2:1]=[C:29]1[CH2:32][N:31]([C:33]([O:35][C:36]([CH3:39])([CH3:38])[CH3:37])=[O:34])[CH2:30]1 |f:0.1,2.3|. Procedure details: A mixture of potassium tert-butoxide (15.5 g, 137 mmol) and methyltriphenylphosphine bromide (49 g, 137 mmol) in diethyl ether (300 mL) was stirred at room temperature for 1 hour, followed by the addition of 1,1-dimethylethyl 3-oxoazetidine-1-carboxylate (10 g, 58 mmol in 100 mL diethyl ether). The mixture was stirred at 35° C. for 2 hours and then allowed to cool to room temperature. The mixture was filtered through a pad of celite, washing with diethyl ether. The filtrate was partitioned with ... The reactants are CCN(C(C)C)C(C)C (DIEA), ClC1=NC=NC(=N1)Cl (2,4-Dichloro-1,3,5-triazine), NC=1C=C(C=CC1)CC(=O)N (3-aminophenyl acetamide). The solvent is CCOC(=O)C (EtOAc), O (water), CN(C)C=O (DMF), CN(C)C=O (DMF). Reaction conditions: temperature 0 celsius, time 1 hour. Yields the product ClC1=NC(=NC=N1)NC=1C=C(C=CC1)CC(=O)N (2-[3-(4-chloro-[1,3,5]triazin-2-ylamino)-phenyl]acetamide). RXN SMILES: Cl[C:2]1[N:7]=[C:6]([Cl:8])[N:5]=[CH:4][N:3]=1.CCN(C(C)C)C(C)C.[NH2:18][C:19]1[CH:20]=[C:21]([CH2:25][C:26]([NH2:28])=[O:27])[CH:22]=[CH:23][CH:24]=1>CN(C=O)C.CCOC(C)=O.O>[Cl:8][C:6]1[N:5]=[CH:4][N:3]=[C:2]([NH:18][C:19]2[CH:20]=[C:21]([CH2:25][C:26]([NH2:28])=[O:27])[CH:22]=[CH:23][CH:24]=2)[N:7]=1. Procedure details: 2,4-Dichloro-1,3,5-triazine (173.7 mg, 1.158 mmol) was dissolved in DMF (1 ml). To the stirring solution, cooled to 0° C., was added DIEA (202 μl, 1.158 mmol). This solution was added dropwise to a 0° C. mix of DMF (1 ml) and 3-aminophenyl acetamide. The reaction was stirred at 0° C. for min and then at RT for 1 h. The reaction mix was diluted with EtOAc and water. The layers were separated, and the aqueous layer was extracted twice with EtOAc. The combined organic layer was washed 3 times with ... The reactants are C[Si](C)(C)[N-][Si](C)(C)C, [Cl-], COc1cnc(F)c(-c2nc(C)nc(N)n2)c1, CS(=O)(=O)Nc1cc(N)cnc1Cl, [NH4+], [Na+], CN(C)C=O. The product is COc1cnc(Nc2cnc(Cl)c(NS(C)(=O)=O)c2)c(-c2nc(C)nc(N)n2)c1. As a reaction SMILES: [CH3:32][Si:33]([N-:34][Si:35]([CH3:36])([CH3:37])[CH3:38])([CH3:39])[CH3:40].[Cl-:41].[F:1][c:2]1[n:3][cH:4][c:5]([O:16][CH3:17])[cH:6][c:7]1-[c:8]1[n:9][c:10]([NH2:15])[n:11][c:12]([CH3:14])[n:13]1.[NH2:18][c:19]1[cH:20][c:21]([NH:26][S:27](=[O:28])(=[O:29])[CH3:30])[c:22]([Cl:25])[n:23][cH:24]1.[NH4+:42].[Na+:31].[O:43]=[CH:44][N:45]([CH3:46])[CH3:47]>>[c:2]1([NH:18][c:19]2[cH:20][c:21]([NH:26][S:27](=[O:28])(=[O:29])[CH3:30])[c:22]([Cl:25])[n:23][cH:24]2)[n:3][cH:4][c:5]([O:16][CH3:17])[cH:6][c:7]1-[c:8]1[n:9][c:10]([NH2:15])[n:11][c:12]([CH3:14])[n:13]1. Starting materials: ClCCl, O=C(Cl)c1ccccc1[N+](=O)[O-], Cc1ccc(N)nc1, c1ccncc1. Yields the product Cc1ccc(NC(=O)c2ccccc2[N+](=O)[O-])nc1. As a reaction SMILES: [Cl:27][CH2:28][Cl:29].[N+:15](=[O:16])([O-:17])[c:18]1[c:19]([C:20](=[O:21])[Cl:22])[cH:23][cH:24][cH:25][cH:26]1.[NH2:1][c:2]1[n:3][cH:4][c:5]([CH3:8])[cH:6][cH:7]1.[cH:9]1[cH:10][cH:11][n:12][cH:13][cH:14]1>>[NH:1]([c:2]1[n:3][cH:4][c:5]([CH3:8])[cH:6][cH:7]1)[C:20]([c:19]1[c:18]([N+:15](=[O:16])[O-:17])[cH:26][cH:25][cH:24][cH:23]1)=[O:21]. Reactants: C(C)(C)(C)OC(\C=C\C1=CNC=C1)=O ((E)-3-(1H-pyrrol-3-yl)acrylic acid tert-butyl ester), BrC=1C=C(C=CC1)S(=O)(=O)Cl (3-bromo-benzenesulfonyl chloride). The product is C(C)(C)(C)OC(\C=C\C1=CN(C=C1)S(=O)(=O)C1=CC(=CC=C1)Br)=O ((E)-3-[1-(3-Bromo-benzenesulfonyl)-1H-pyrrol-3-yl]-acrylic acid tert-butyl ester). Reaction SMILES: [C:1]([O:5][C:6](=[O:14])/[CH:7]=[CH:8]/[C:9]1[CH:13]=[CH:12][NH:11][CH:10]=1)([CH3:4])([CH3:3])[CH3:2].[Br:15][C:16]1[CH:17]=[C:18]([S:22](Cl)(=[O:24])=[O:23])[CH:19]=[CH:20][CH:21]=1>>[C:1]([O:5][C:6](=[O:14])/[CH:7]=[CH:8]/[C:9]1[CH:13]=[CH:12][N:11]([S:22]([C:18]2[CH:19]=[CH:20][CH:21]=[C:16]([Br:15])[CH:17]=2)(=[O:24])=[O:23])[CH:10]=1)([CH3:4])([CH3:2])[CH3:3]. Procedure details: Starting from compound D1 and 3-bromo-benzenesulfonyl chloride the title compound can be obtained analogously as described for compound D4. Reactants: ClCCl, CS(N)(=O)=O, CCN=C=NCCCN(C)C, CN(C)c1ccncc1, Cl, O=C(Nc1ccc(N2CCC(C(=O)O)CC2)nc1)c1nc(-c2ccccc2)oc1C(F)(F)F. Product: CS(=O)(=O)NC(=O)C1CCN(c2ccc(NC(=O)c3nc(-c4ccccc4)oc3C(F)(F)F)cn2)CC1. Reaction SMILES: [CH2:51]([Cl:52])[Cl:53].[CH3:34][S:35](=[O:36])(=[O:37])[NH2:38].[CH3:40][N:41]([CH3:42])[CH2:43][CH2:44][CH2:45][N:46]=[C:47]=[N:48][CH2:49][CH3:50].[CH3:54][N:55]([CH3:56])[c:57]1[cH:58][cH:59][n:60][cH:61][cH:62]1.[ClH:39].[c:1]1(-[c:7]2[o:8][c:9]([C:30]([F:31])([F:32])[F:33])[c:10]([C:12](=[O:13])[NH:14][c:15]3[cH:16][cH:17][c:18]([N:21]4[CH2:22][CH2:23][CH:24]([C:27](=[O:28])[OH:29])[CH2:25][CH2:26]4)[n:19][cH:20]3)[n:11]2)[cH:2][cH:3][cH:4][cH:5][cH:6]1>>[c:1]1(-[c:7]2[o:8][c:9]([C:30]([F:31])([F:32])[F:33])[c:10]([C:12](=[O:13])[NH:14][c:15]3[cH:16][cH:17][c:18]([N:21]4[CH2:22][CH2:23][CH:24]([C:27](=[O:28])[NH:38][S:35]([CH3:34])(=[O:36])=[O:37])[CH2:25][CH2:26]4)[n:19][cH:20]3)[n:11]2)[cH:2][cH:3][cH:4][cH:5][cH:6]1. Starting materials: ClCc1cc[nH]n1, [Na], OCCO, OCc1cc[nH]n1. The product is OCCOCc1cc[nH]n1. Reaction SMILES: [Cl:1][CH2:2][c:3]1[n:4][nH:5][cH:6][cH:7]1.[Na:15].[OH:16][CH2:17][CH2:18][OH:19].[OH:8][CH2:9][c:10]1[cH:11][cH:12][nH:13][n:14]1>>[CH2:2]([c:3]1[n:4][nH:5][cH:6][cH:7]1)[O:19][CH2:18][CH2:17][OH:16].